Dataset: the Open Reaction Database (ORD), a public repository of structured organic reaction records. Task: describe an organic reaction: reactants, conditions, products, and yield Reaction SMILES: [CH:42]([N:43]([CH2:44][CH3:45])[CH:46]([CH3:47])[CH3:48])([CH3:49])[CH3:50].[Cl:37][C:38](=[O:39])[O:40][CH3:41].[Cl:51][CH2:52][Cl:53].[F:1][C:2]([F:3])([F:4])[C:5]([OH:6])=[O:7].[F:8][c:9]1[cH:10][c:11]([C:12](=[O:13])[NH:14][CH3:15])[cH:16][c:17]([F:36])[c:18]1-[c:19]1[n:20][c:21]2[c:22]([n:23]1[CH2:24][CH:25]1[O:26][CH2:27][CH2:28][NH:29][CH2:30]1)[cH:31][cH:32][c:33]([CH3:35])[cH:34]2>>[F:8][c:9]1[cH:10][c:11]([C:12](=[O:13])[NH:14][CH3:15])[cH:16][c:17]([F:36])[c:18]1-[c:19]1[n:20][c:21]2[c:22]([n:23]1[CH2:24][CH:25]1[O:26][CH2:27][CH2:28][N:29]([C:38](=[O:39])[O:40][CH3:41])[CH2:30]1)[cH:31][cH:32][c:33]([CH3:35])[cH:34]2. Starting materials: CCN(C(C)C)C(C)C, COC(=O)Cl, ClCCl, O=C(O)C(F)(F)F, CNC(=O)c1cc(F)c(-c2nc3cc(C)ccc3n2CC2CNCCO2)c(F)c1. The product is CNC(=O)c1cc(F)c(-c2nc3cc(C)ccc3n2CC2CN(C(=O)OC)CCO2)c(F)c1. The reactants are [Mg] (Magnesium), B(OC)(OC)OC (trimethyl borate), BrC1=C(C=CC(=C1)C)C (bromo-p-xylene), ice, S(O)(O)(=O)=O (sulfuric acid). The solvent is C1CCOC1 (THF). The product is CC1=C(C=C(C=C1)C)B(O)O (2,5-Dimethylbenzeneboronic Acid). Reaction SMILES: [Mg].Br[C:3]1[CH:8]=[C:7]([CH3:9])[CH:6]=[CH:5][C:4]=1[CH3:10].[B:11](OC)([O:14]C)[O:12]C.S(=O)(=O)(O)O>C1COCC1>[CH3:10][C:4]1[CH:5]=[CH:6][C:7]([CH3:9])=[CH:8][C:3]=1[B:11]([OH:14])[OH:12]. Reported procedure: Magnesium turnings (30.3 g; 0.55 mol) are placed ina baked-out apparatus flushed with argon, covered with about 30 ml of THF and treated with a few crystals of iodine. A few drops of bromo-p-xylene (cf. Example A1 a)) were subsequently added to the static solution. The Grignard reaction commenced very quickly and the remaining bromo-p-xylene (total amount: 92.5 g; about 70 ml; 0.5 mol) was subsequently added dropwise while stirring. The mixture was refluxed for 4 hours, then cooled. The Grignard... Starting materials: CNC1=C(CSC=2NC=CN2)C=CC=C1 (2-(2-methylaminobenzylthio)imidazole), C(O)([O-])=O.[Na+] (sodium hydrogencarbonate), ice, ClC1=CC(=CC=C1)C(=O)OO (m-chloroperbenzoic acid). Solvent: C(Cl)(Cl)Cl (chloroform), CO (methanol). Run at time 30 minute. The product is CNC1=C(CS(=O)C=2NC=CN2)C=CC=C1 (2-(2-methylaminobenzylsulfinyl)imidazole). Yield: 66.0%. Reaction SMILES: [CH3:1][NH:2][C:3]1[CH:15]=[CH:14][CH:13]=[CH:12][C:4]=1[CH2:5][S:6][C:7]1[NH:8][CH:9]=[CH:10][N:11]=1.ClC1C=CC=C(C(OO)=[O:24])C=1.C(=O)([O-])O.[Na+]>C(Cl)(Cl)Cl.CO>[CH3:1][NH:2][C:3]1[CH:15]=[CH:14][CH:13]=[CH:12][C:4]=1[CH2:5][S:6]([C:7]1[NH:11][CH:10]=[CH:9][N:8]=1)=[O:24] |f:2.3|. Procedure: To a solution of 900 mg (4.11 mmol) of 2-(2-methylaminobenzylthio)imidazole in a mixture of 40 ml of chloroform and 10 ml of methanol was portionwise added under chilling with ice 880 mg (4.11 mmol, purity 80%) of m-chloroperbenzoic acid. The mixture was then stirred for 30 min. To the stirred mixture was added a saturated aqueous sodium hydrogencarbonate. The resulting aqueous solution was subjected to extraction with 50 ml of chloroform. The chloroform portion was taken out and the subjected t... The reactants are IC=1C=C(N)C=C(C1)N1CCOCC1 (3-Iodo-5-morpholinoaniline), CS(=O)(=O)Cl (methanesulfonyl chloride), 15b. Yields the product IC=1C=C(C=C(C1)N1CCOCC1)NS(=O)(=O)C (N-(3-Iodo-5-morpholinophenyl)methanesulfonamide). The yield is 105.0%. Reaction SMILES: [I:1][C:2]1[CH:3]=[C:4]([CH:6]=[C:7]([N:9]2[CH2:14][CH2:13][O:12][CH2:11][CH2:10]2)[CH:8]=1)[NH2:5].[CH3:15][S:16](Cl)(=[O:18])=[O:17]>>[I:1][C:2]1[CH:3]=[C:4]([NH:5][S:16]([CH3:15])(=[O:18])=[O:17])[CH:6]=[C:7]([N:9]2[CH2:14][CH2:13][O:12][CH2:11][CH2:10]2)[CH:8]=1. Procedure details: 3-Iodo-5-morpholinoaniline (279 mg, 0.76 mmol) was treated with methanesulfonyl chloride (82 μl, 1.06 mmol) according to the method described in Preparation 15b to give 305 mg (95% yield) of the title compound as an oil. Purity 90%. Reactants: C[Si](C)(C)N=C=O (trimethylsilyl isocyanate), S(N)(=O)(=O)C1=CC2=C(CNCC2)S1 (2-sulfamoyl-4,5,6,7-tetrahydrothieno[2,3-c]pyridine), CO (methanol). Solvent: C(C)#N (acetonitrile). Run at time 19 hour. The product is S(N)(=O)(=O)C1=CC2=C(CN(CC2)C(N)=O)S1 (2-Sulfamoyl-6-carbamoyl-4,5,6,7-tetrahydrothieno[2,3-c]pyridine). The yield is 95.0%. As a reaction SMILES: [S:1]([C:5]1[S:13][C:8]2[CH2:9][NH:10][CH2:11][CH2:12][C:7]=2[CH:6]=1)(=[O:4])(=[O:3])[NH2:2].C[Si]([N:18]=[C:19]=[O:20])(C)C.CO>C(#N)C>[S:1]([C:5]1[S:13][C:8]2[CH2:9][N:10]([C:19](=[O:20])[NH2:18])[CH2:11][CH2:12][C:7]=2[CH:6]=1)(=[O:3])(=[O:4])[NH2:2]. Procedure details: To a warm (40° C.) solution of 2-sulfamoyl-4,5,6,7-tetrahydrothieno[2,3-c]pyridine (1.42 g, 6.5 mmol) in acetonitrile (80 ml), under a nitrogen atmosphere, was added trimethylsilyl isocyanate (1.0 ml, 7.4 mmol). This solution was stirred for 19 hours and then methanol (2 ml) was added. After 2 hours the precipitated pure product was collected by filtration (1.62 g, 95% yield); m.p. 205°-208° C. Product: C1=C(C=CC2=CC=CC=C12)NC1=C(C(C(=O)O)=CC=C1)C(=O)O (3-(Naphthalen-2-ylamino)phthalic acid). Run in C(C)O (ethanol). Reported procedure: A mixture of 3-(naphthalen-2-ylamino)phthalic acid dimethyl ester (0.75 g, 2.2 mmol) and 3N NaOH (50 mL) in ethanol (100 mL) was heated to reflux for 3 hours. The mixture was cooled, and the solvent was removed under vacuum. The residue was dissolved in water (100 mL), washed with ethyl acetate (3×75 mL), acidified (HCl) and extracted with ethyl acetate (3×75 mL). The combined organic extracts were washed with water (3×75 mL), dried (MgSO4), and evaporated, providing 0.64 g in 93% yield: 1H NMR ... RXN SMILES: C[O:2][C:3](=[O:25])[C:4]1[C:5](=[C:10]([NH:14][C:15]2[CH:24]=[CH:23][C:22]3[C:17](=[CH:18][CH:19]=[CH:20][CH:21]=3)[CH:16]=2)[CH:11]=[CH:12][CH:13]=1)[C:6]([O:8]C)=[O:7].[OH-].[Na+]>C(O)C>[CH:16]1[C:17]2[C:22](=[CH:21][CH:20]=[CH:19][CH:18]=2)[CH:23]=[CH:24][C:15]=1[NH:14][C:10]1[CH:11]=[CH:12][CH:13]=[C:4]([C:3]([OH:25])=[O:2])[C:5]=1[C:6]([OH:8])=[O:7] |f:1.2|. Isolated yield 93.0%. The reactants are COC(C=1C(C(=O)OC)=C(C=CC1)NC1=CC2=CC=CC=C2C=C1)=O (3-(naphthalen-2-ylamino)phthalic acid dimethyl ester), [OH-].[Na+] (NaOH). Reactants: COC(=O)CCC(=O)O, CCN=C=NCCCN(C)C, CN(C)c1ccncc1, C=C(C)C1CCC(C)C2(O)C1C=C(C)C(O)C2OC(=O)C1CC2(O)c3cccc(Cl)c3N(C)OC2N1, ClCCl, Cl. Yields the product C=C(C)C1CCC(C)C2(O)C1C=C(C)C(OC(=O)CCC(=O)OC)C2OC(=O)C1CC2(O)c3cccc(Cl)c3N(C)OC2N1. RXN SMILES: [CH3:37][O:38][C:39]([CH2:40][CH2:41][C:42](=[O:43])[OH:44])=[O:45].[CH3:47][N:48]([CH3:49])[CH2:50][CH2:51][CH2:52][N:53]=[C:54]=[N:55][CH2:56][CH3:57].[CH3:58][N:59]([CH3:60])[c:61]1[cH:62][cH:63][n:64][cH:65][cH:66]1.[Cl:1][c:2]1[cH:3][cH:4][cH:5][c:6]2[c:11]1[N:10]([CH3:12])[O:9][CH:8]1[C:7]2([OH:36])[CH2:15][CH:14]([C:16](=[O:17])[O:18][CH:19]2[CH:20]([OH:35])[C:21]([CH3:34])=[CH:22][CH:23]3[CH:24]([C:31](=[CH2:32])[CH3:33])[CH2:25][CH2:26][CH:27]([CH3:30])[C:28]23[OH:29])[NH:13]1.[Cl:67][CH2:68][Cl:69].[ClH:46]>>[Cl:1][c:2]1[cH:3][cH:4][cH:5][c:6]2[c:11]1[N:10]([CH3:12])[O:9][CH:8]1[C:7]2([OH:36])[CH2:15][CH:14]([C:16](=[O:17])[O:18][CH:19]2[CH:20]([O:35][C:42]([CH2:41][CH2:40][C:39]([O:38][CH3:37])=[O:45])=[O:43])[C:21]([CH3:34])=[CH:22][CH:23]3[CH:24]([C:31](=[CH2:32])[CH3:33])[CH2:25][CH2:26][CH:27]([CH3:30])[C:28]23[OH:29])[NH:13]1.